This data is from the Open Reaction Database (ORD), a public repository of structured organic reaction records. The task is: describe an organic reaction: reactants, conditions, products, and yield Starting materials: FC(F)(F)S(=O)(=O)C1=CCSC2=C1C=CC=C2 (2H-1-benzothiopyran-4-yl trifluoromethyl sulfone), 33a, 4-(methoxy carbonylphenyl)boronic acid, [Cl-].[Li+] (lithium chloride), C([O-])([O-])=O.[K+].[K+] (potassium carbonate), C1(=CC=CC=C1)C (toluene), C(C)O (ethanol). The reagents and catalysts are [Pd].C1(=CC=CC=C1)P(C1=CC=CC=C1)C1=CC=CC=C1.C1(=CC=CC=C1)P(C1=CC=CC=C1)C1=CC=CC=C1.C1(=CC=CC=C1)P(C1=CC=CC=C1)C1=CC=CC=C1.C1(=CC=CC=C1)P(C1=CC=CC=C1)C1=CC=CC=C1 (tetrakis(triphenylphosphine)-palladium(0)). The product is S1CC=C(C2=C1C=CC=C2)C2=CC=C(C(=O)OC)C=C2 (methyl 4-(2H-1-benzothiopyran-4-yl)benzoate). The yield is 67.0%. Reaction SMILES: FC(S([C:8]1[C:13]2[CH:14]=[CH:15][CH:16]=[CH:17][C:12]=2[S:11][CH2:10][CH:9]=1)(=O)=O)(F)F.[C:18]1([CH3:24])[CH:23]=[CH:22][CH:21]=[CH:20][CH:19]=1.[Cl-].[Li+].[C:27](=O)([O-])[O-:28].[K+].[K+].C([OH:35])C>[Pd].C1(P(C2C=CC=CC=2)C2C=CC=CC=2)C=CC=CC=1.C1(P(C2C=CC=CC=2)C2C=CC=CC=2)C=CC=CC=1.C1(P(C2C=CC=CC=2)C2C=CC=CC=2)C=CC=CC=1.C1(P(C2C=CC=CC=2)C2C=CC=CC=2)C=CC=CC=1>[S:11]1[C:12]2[CH:17]=[CH:16][CH:15]=[CH:14][C:13]=2[C:8]([C:21]2[CH:22]=[CH:23][C:18]([C:24]([O:28][CH3:27])=[O:35])=[CH:19][CH:20]=2)=[CH:9][CH2:10]1 |f:2.3,4.5.6,8.9.10.11.12|. Procedure details: 2H-1-benzothiopyran-4-yl trifluoromethyl sulfone from reaction 33a (1.83 g, 6.17 mmol) and 4-(methoxy carbonylphenyl)boronic acid (1.11 g, 6.17 mmol) were dissolved in ethanol (15 mL) and toluene (30 mL) under nitrogen at room temperature. Then lithium chloride (0.52 g, 12.35 mmol) and 2.65 M potassium carbonate (4.66 mL, 12.35 mmol) were added. Nitrogen was bubbled through the reaction for 15 minutes tetrakis(triphenylphosphine)-palladium(0) (0.35 g, 0.31 mmol) was added. The reaction was heate... Starting materials: C1CCOC1, CSc1nnc(S)s1, CCOP(=O)(COS(=O)(=O)C(F)(F)F)OCC, [H-], [Na+]. The product is CCOP(=O)(CSc1nnc(SC)s1)OCC. RXN SMILES: [CH2:28]1[O:29][CH2:30][CH2:31][CH2:32]1.[CH3:1][S:2][c:3]1[s:4][c:5]([SH:8])[n:6][n:7]1.[F:11][C:12]([F:13])([F:14])[S:15]([O:16][CH2:17][P:18](=[O:19])([O:20][CH2:21][CH3:22])[O:23][CH2:24][CH3:25])(=[O:26])=[O:27].[H-:9].[Na+:10]>>[CH3:1][S:2][c:3]1[s:4][c:5]([S:8][CH2:17][P:18](=[O:19])([O:20][CH2:21][CH3:22])[O:23][CH2:24][CH3:25])[n:6][n:7]1. Starting materials: C(#N)C=1C(=C(SC1SC)C(=O)OCC)I (ethyl 4-cyano-3-iodo-5-(methylsulfanyl)thiophene-2-carboxylate), [OH-].[Na+] (sodium hydroxide). Solvent: O1CCCC1 (tetrahydrofuran), O (water), O (water). Run at time 8 hour. Product: C(#N)C=1C(=C(SC1SC)C(=O)O)I (4-cyano-3-iodo-5-(methylsulfanyl)thiophene-2-carboxylic acid). Yield: 80.0%. As a reaction SMILES: [C:1]([C:3]1[C:4]([I:15])=[C:5]([C:10]([O:12]CC)=[O:11])[S:6][C:7]=1[S:8][CH3:9])#[N:2].[OH-].[Na+]>O1CCCC1.O>[C:1]([C:3]1[C:4]([I:15])=[C:5]([C:10]([OH:12])=[O:11])[S:6][C:7]=1[S:8][CH3:9])#[N:2] |f:1.2|. Reported procedure: To a solution of ethyl 4-cyano-3-iodo-5-(methylsulfanyl)thiophene-2-carboxylate (3.40 g, 10 mmol) in tetrahydrofuran (80 mL) and water (16 mL) was added a solution of 1.00M sodium hydroxide in water (30 mL). The solution was allowed to stir overnight. The reaction was quenched with a solution of 1N hydrogen chloride in water (50 mL) and diluted with water (400 mL). The resultant precipitate was filtered, washed with water (2×100 mL) and dried in a vacuum oven to give 4-cyano-3-iodo-5-(methylsulf... Reactants: C1(=CC=C(C=C1)C)C (Paraxylene), C(C(=C)C)(=O)Cl (methacryloyl chloride), [Cl-].[Al+3].[Cl-].[Cl-] (aluminium chloride). The solvent is ClCCl (dichloromethane). The product is CC1=C(C=C(C=C1)C)C(C=C)=O (2,5-dimethyl-1-acryloylbenzene). As a reaction SMILES: [C:1]1([CH3:8])[CH:6]=[CH:5][C:4]([CH3:7])=[CH:3][CH:2]=1.[C:9](Cl)(=[O:13])[C:10](C)=[CH2:11].[Cl-].[Al+3].[Cl-].[Cl-]>ClCCl>[CH3:8][C:1]1[CH:6]=[CH:5][C:4]([CH3:7])=[CH:3][C:2]=1[C:9](=[O:13])[CH:10]=[CH2:11] |f:2.3.4.5|. Procedure details: Paraxylene (0.5 mL), methacryloyl chloride (110 mg), and aluminium chloride (150 mg) were reacted in dichloromethane (1.5 mL) at from 0° C. to room temperature for 4 hours. The resultant was treated in the same manner as described in Example 1 to obtain the title compound (89 mg). Run in C1CCOC1 (THF), C1CCOC1 (THF). The product is C(C1=CC=CC=C1)N(COC)C[Si](C)(C)C (N-benzyl-N-(methoxymethyl)trimethylsilylmethylamine). Starting materials: C(CCC)[Li] (n-Butyllithium), C(C1=CC=CC=C1)NC[Si](C)(C)C (N-benzyltrimethylsilylmethylamine), COCCl (methoxymethyl chloride). Isolated yield 75.5%. Procedure: n-Butyllithium (1.6 M solution in hexane, 34.85 mL, 55.76 mmol) was added to N-benzyltrimethylsilylmethylamine (10 g, 55.76 mmol) in dry THF (140 mL) and stirred at −78° C. under nitrogen atmosphere. After 45 minutes, methoxymethyl chloride (4.3 mL, 55.76 mmol) in THF (6 mL) was added and then stirred for another 3 hours. The THF was evaporated, and the residue was dissolved in hexane, washed with water, and dried over sodium sulfate. The solvent was evaporated to give under reduced pressure to ... Run at temperature -78 celsius, time 45 minute. Reaction SMILES: C([Li])CCC.[CH2:6]([NH:13][CH2:14][Si:15]([CH3:18])([CH3:17])[CH3:16])[C:7]1[CH:12]=[CH:11][CH:10]=[CH:9][CH:8]=1.[CH3:19][O:20][CH2:21]Cl>C1COCC1>[CH2:6]([N:13]([CH2:14][Si:15]([CH3:18])([CH3:17])[CH3:16])[CH2:19][O:20][CH3:21])[C:7]1[CH:12]=[CH:11][CH:10]=[CH:9][CH:8]=1.